The task is: describe an organic reaction: reactants, conditions, products, and yield. This data is from the Open Reaction Database (ORD), a public repository of structured organic reaction records. Starting materials: CCOC(=O)CCCCc1c(CO)nn2c(CC)ccc2c1-c1cncc(Br)c1, [H-], [Na+], O=C(Cl)N1CCOCC1, CN(C)C=O. Product: CCOC(=O)CCCCc1c(COC(=O)N2CCOCC2)nn2c(CC)ccc2c1-c1cncc(Br)c1. RXN SMILES: [Br:3][c:4]1[cH:5][c:6](-[c:10]2[c:11]3[n:12]([n:13][c:14]([CH2:25][OH:26])[c:15]2[CH2:16][CH2:17][CH2:18][CH2:19][C:20](=[O:21])[O:22][CH2:23][CH3:24])[c:27]([CH2:30][CH3:31])[cH:28][cH:29]3)[cH:7][n:8][cH:9]1.[H-:2].[Na+:1].[O:32]1[CH2:33][CH2:34][N:35]([C:38](=[O:39])[Cl:40])[CH2:36][CH2:37]1.[O:41]=[CH:42][N:43]([CH3:44])[CH3:45]>>[Br:3][c:4]1[cH:5][c:6](-[c:10]2[c:11]3[n:12]([n:13][c:14]([CH2:25][O:26][C:38]([N:35]4[CH2:34][CH2:33][O:32][CH2:37][CH2:36]4)=[O:39])[c:15]2[CH2:16][CH2:17][CH2:18][CH2:19][C:20](=[O:21])[O:22][CH2:23][CH3:24])[c:27]([CH2:30][CH3:31])[cH:28][cH:29]3)[cH:7][n:8][cH:9]1. Starting materials: ice water, Cl (hydrogen chloride), [Na] (sodium), CC(CC(=O)OCC)(C(C=C(Cl)Cl)Cl)C (ethyl 3,3-dimethyl-4,6,6-trichloro-5-hexenoate). Run in CO (methanol), CO (methanol). Conditions: time 2 hour. Product: CC1(C(C1C=C(Cl)Cl)C(=O)OC)C (methyl 2,2-dimethyl-3-(2',2'-dichlorovinyl)-cyclopropane-carboxylate). The yield is 90.0%. As a reaction SMILES: [Na].Cl.[CH3:3][C:4]([CH3:17])([CH:11](Cl)[CH:12]=[C:13]([Cl:15])[Cl:14])[CH2:5][C:6]([O:8][CH2:9]C)=[O:7]>CO>[CH3:3][C:4]1([CH3:17])[CH:11]([CH:12]=[C:13]([Cl:15])[Cl:14])[CH:5]1[C:6]([O:8][CH3:9])=[O:7] |^1:0|. Reported procedure: 0.4 Part of metallic sodium was dissolved in 30 parts of anhydrous methanol, and 2.7 parts of ethyl 3,3-dimethyl-4,6,6-trichloro-5-hexenoate prepared in the same manner as in Example 3 was added to the solution. The mixture was agitated for 2 hours under reflux of methanol. The liquid reaction mixture was cooled with ice water and neutralized with hydrogen chloride-saturated methanol. The precipitated solids were removed by filtration, and the filtrate was concentrated until the volume was reduc...